Dataset: the Open Reaction Database (ORD), a public repository of structured organic reaction records. Task: describe an organic reaction: reactants, conditions, products, and yield Reactants: O([Si](C)(C)C(C)(C)C)C[C@@H]1O[C@@H](OCC1=CC(=O)OCC)C ((2R,4R)-4-t-butyldimethylsiloxymethyl -5-ethoxycarbonylmethylene-2-methyl-1,3-dioxane). The reagents and catalysts are [Pd] (palladium on carbon). The solvent is C(C)O (ethanol). Product: O([Si](C)(C)C(C)(C)C)C[C@@H]1O[C@@H](OC[C@@H]1CC(=O)OCC)C ((2R,4R,5S)-4-t-butyldimethylsiloxymethyl-5 -ethoxycarbonylmethyl-2-methyl-1,3-dioxane). The yield is 55.7%. RXN SMILES: [O:1]([CH2:9][C@H:10]1[C:15](=[CH:16][C:17]([O:19][CH2:20][CH3:21])=[O:18])[CH2:14][O:13][C@@H:12]([CH3:22])[O:11]1)[Si:2]([C:5]([CH3:8])([CH3:7])[CH3:6])([CH3:4])[CH3:3]>C(O)C.[Pd]>[O:1]([CH2:9][C@H:10]1[C@@H:15]([CH2:16][C:17]([O:19][CH2:20][CH3:21])=[O:18])[CH2:14][O:13][C@@H:12]([CH3:22])[O:11]1)[Si:2]([C:5]([CH3:8])([CH3:7])[CH3:6])([CH3:4])[CH3:3]. Procedure: A solution of (2R,4R)-4-t-butyldimethylsiloxymethyl -5-ethoxycarbonylmethylene-2-methyl-1,3-dioxane (17.0 g) in ethanol (170 ml) was shaken under hydrogen (3 atm) with 10% palladium on carbon at room temperature for 1.5 hours. After removal of the catalyst by filtration, the solvent was evaporated in vacuo and the residue was chromatographed on a silica gel column (500 g) with a mixture of n-hexane and ethyl acetate (20:1) as an eluent to give (2R,4R,5S)-4-t-butyldimethylsiloxymethyl-5 -ethoxyca...